This data is from the Open Reaction Database (ORD), a public repository of structured organic reaction records. The task is: describe an organic reaction: reactants, conditions, products, and yield The reactants are N1CCC(CC1)CO (4-piperidinemethanol), ClC1=NC=CC(=C1)C1=CC(=C(C=C1)SC1=C(C=CC=C1)OC)C(F)(F)F (2-chloro-4-(4-(2-methoxy-phenylsulfanyl)-3-trifluoromethyl-phenyl)-pyridine), OC1CNCC1 (3-hydroxypyrrolidine). Product: title compound, COC1=C(C=CC=C1)SC1=C(C=C(C=C1)C1=CC(=NC=C1)N1CCC(CC1)CO)C(F)(F)F ((4′-(4-(2-Methoxy-phenylsulfanyl)-3-trifluoromethyl-phenyl)-3,4,5,6-tetrahydro-2H-(1,2′)bipyridinyl-4-yl)-methanol). Reaction SMILES: Cl[C:2]1[CH:7]=[C:6]([C:8]2[CH:13]=[CH:12][C:11]([S:14][C:15]3[CH:20]=[CH:19][CH:18]=[CH:17][C:16]=3[O:21][CH3:22])=[C:10]([C:23]([F:26])([F:25])[F:24])[CH:9]=2)[CH:5]=[CH:4][N:3]=1.OC1CCNC1.[NH:33]1[CH2:38][CH2:37][CH:36]([CH2:39][OH:40])[CH2:35][CH2:34]1>>[CH3:22][O:21][C:16]1[CH:17]=[CH:18][CH:19]=[CH:20][C:15]=1[S:14][C:11]1[CH:12]=[CH:13][C:8]([C:6]2[CH:5]=[CH:4][N:3]=[C:2]([N:33]3[CH2:38][CH2:37][CH:36]([CH2:39][OH:40])[CH2:35][CH2:34]3)[CH:7]=2)=[CH:9][C:10]=1[C:23]([F:26])([F:25])[F:24]. Reported procedure: The title compound was prepared according to the procedures of Example 38E, substituting compound 76 with compound 96 (0.039 g, 0.0985 mmol) and 3-hydroxypyrrolidine with 4-piperidinemethanol. A yellow solid 101 was obtained (0.0299 g, 64%). 1H-NMR (CDCl3, 400 MHz) δ 1.41-1.50 (m, 2H), 1.86-1.94 (m, 1H), 1.97-2.03 (m, 2H), 3.27 (t, J=13.6 Hz, 2H), 3.57 (d, J=5.8 Hz, 2H), 3.83 (s, 3H), 4.38 (d, J=13.5 Hz, 2H), 6.93 (d, J=6.6 Hz, 1H), 6.97 (s, 1H), 7.01-7.07 (m, 3H), 7.46-7.52 (m, 3H), 7.84 (s, 1H... Reactants: NC(=S)N (thiourea), COC1=CC=C(CCl)C=C1 (4-methoxybenzylchloride). Run in O1CCCC1 (tetrahydrofuran), CCOCC (ether). Reaction conditions: temperature 0 celsius, time 2 hour. The product is Cl.COC1=CC=C(CSC(N)=N)C=C1 (2-(4-methoxybenzyl)-2-thiopseudourea, hydrochloride). Isolated yield 93.8%. As a reaction SMILES: [NH2:1][C:2]([NH2:4])=[S:3].[CH3:5][O:6][C:7]1[CH:14]=[CH:13][C:10]([CH2:11][Cl:12])=[CH:9][CH:8]=1>O1CCCC1.CCOCC>[ClH:12].[CH3:5][O:6][C:7]1[CH:14]=[CH:13][C:10]([CH2:11][S:3][C:2](=[NH:4])[NH2:1])=[CH:9][CH:8]=1 |f:4.5|. Procedure details: A suspension of thiourea (38 g, 50.0 mmole) in dry tetrahydrofuran (40 ml) was cooled to 0° C. under argon and was treated dropwise with 4-methoxybenzylchloride (8.0 g, 50.0 mmole). After the addition was completed, the cooling bath was removed and the reaction was allowed to stir at room temperature for 2 hours. It was then heated at 60°-65° C. for 4 hours whereupon a colorless voluminous precipitate was formed. The reaction was allowed to cool down to room temperature and was diluted with anhy... Product: IC=1C=C(C(=O)Cl)C=CC1C (3-Iodo-4methylbenzoyl chloride). Conditions: temperature 61 celsius. Solvent: C(Cl)(Cl)Cl (chloroform). Starting materials: S(=O)(Cl)Cl (Thionyl chloride), IC=1C=C(C(=O)O)C=CC1C (3-iodo-4-methylbenzoic acid). RXN SMILES: S(Cl)([Cl:3])=O.[I:5][C:6]1[CH:7]=[C:8]([CH:12]=[CH:13][C:14]=1[CH3:15])[C:9](O)=[O:10]>C(Cl)(Cl)Cl>[I:5][C:6]1[CH:7]=[C:8]([CH:12]=[CH:13][C:14]=1[CH3:15])[C:9]([Cl:3])=[O:10]. Procedure: Thionyl chloride (8.2 ml, 112.5 mmol) was added to a mixture of 3-iodo-4-methylbenzoic acid (18.5 g, 75 mmol) in chloroform (100 ml) and heated at 61° C. for 16 hours. The solvent was removed in vacuo and excess thionyl chloride removed by azeotroping with toluene (3×30 ml). The desired product was formed as a beige solid (19.5 g 93%) and used in subsequent reactions without further purification.